Dataset: the Open Reaction Database (ORD), a public repository of structured organic reaction records. Task: describe an organic reaction: reactants, conditions, products, and yield The reactants are C1CCNC1, CO, O=C(NCc1cccnc1)c1ccc(Cl)nc1NCCc1cccc(F)c1. Yields the product O=C(NCc1cccnc1)c1ccc(N2CCCC2)nc1NCCc1cccc(F)c1. As a reaction SMILES: [CH2:28]1[CH2:29][CH2:30][NH:31][CH2:32]1.[CH3:33][OH:34].[Cl:1][c:2]1[n:3][c:4]([NH:18][CH2:19][CH2:20][c:21]2[cH:22][c:23]([F:27])[cH:24][cH:25][cH:26]2)[c:5]([C:6](=[O:7])[NH:8][CH2:9][c:10]2[cH:11][n:12][cH:13][cH:14][cH:15]2)[cH:16][cH:17]1>>[c:2]1([N:31]2[CH2:30][CH2:29][CH2:28][CH2:32]2)[n:3][c:4]([NH:18][CH2:19][CH2:20][c:21]2[cH:22][c:23]([F:27])[cH:24][cH:25][cH:26]2)[c:5]([C:6](=[O:7])[NH:8][CH2:9][c:10]2[cH:11][n:12][cH:13][cH:14][cH:15]2)[cH:16][cH:17]1. Reactants: COCCO, ClCc1ncsc1C=CSC(c1ccccc1)(c1ccccc1)c1ccccc1. The product is COCCOCc1ncsc1C=CSC(c1ccccc1)(c1ccccc1)c1ccccc1. Reaction SMILES: [CH3:30][O:31][CH2:32][CH2:33][OH:34].[Cl:1][CH2:2][c:3]1[n:4][cH:5][s:6][c:7]1[CH:8]=[CH:9][S:10][C:11]([c:12]1[cH:13][cH:14][cH:15][cH:16][cH:17]1)([c:18]1[cH:19][cH:20][cH:21][cH:22][cH:23]1)[c:24]1[cH:25][cH:26][cH:27][cH:28][cH:29]1>>[CH2:2]([c:3]1[n:4][cH:5][s:6][c:7]1[CH:8]=[CH:9][S:10][C:11]([c:12]1[cH:13][cH:14][cH:15][cH:16][cH:17]1)([c:18]1[cH:19][cH:20][cH:21][cH:22][cH:23]1)[c:24]1[cH:25][cH:26][cH:27][cH:28][cH:29]1)[O:34][CH2:33][CH2:32][O:31][CH3:30]. Starting materials: CN(C)CCCOc1ccc(-c2cnc(Nc3ccccc3)s2)cc1, CO, ClCCl, Oc1ccc(Nc2ncc(-c3ccsc3)s2)cc1. Yields the product CN(C)CCCOc1ccc(Nc2ncc(-c3ccsc3)s2)cc1. Reaction SMILES: [CH3:1][N:2]([CH2:3][CH2:4][CH2:5][O:6][c:7]1[cH:8][cH:9][c:10](-[c:11]2[s:12][c:13]([NH:14][c:15]3[cH:16][cH:17][cH:18][cH:19][cH:20]3)[n:21][cH:22]2)[cH:23][cH:24]1)[CH3:25].[CH3:47][OH:48].[Cl:44][CH2:45][Cl:46].[s:26]1[cH:27][c:28](-[c:31]2[cH:32][n:33][c:34]([NH:36][c:37]3[cH:38][cH:39][c:40]([OH:43])[cH:41][cH:42]3)[s:35]2)[cH:29][cH:30]1>>[CH3:1][N:2]([CH2:3][CH2:4][CH2:5][O:43][c:40]1[cH:39][cH:38][c:37]([NH:36][c:34]2[n:33][cH:32][c:31](-[c:28]3[cH:27][s:26][cH:30][cH:29]3)[s:35]2)[cH:42][cH:41]1)[CH3:25].